describe an organic reaction: reactants, conditions, products, and yield From a dataset of the Open Reaction Database (ORD), a public repository of structured organic reaction records. Starting materials: C[O-].[Na+] (sodium methoxide), CC(C)C1=C(OC=C1)C(=O)OC (3-(1-methylethyl)-2-furancarboxylic acid, methyl ester), CNC (dimethylamine). Solvent: CO (methanol). Product: CN(C(=O)C=1OC=CC1C(C)C)C (N,N-Dimethyl-3-(1-methylethyl)-2-furancarboxamide). RXN SMILES: C[O-].[Na+].[CH3:4][CH:5]([C:7]1[CH:11]=[CH:10][O:9][C:8]=1[C:12]([O:14]C)=O)[CH3:6].[CH3:16][NH:17][CH3:18]>CO>[CH3:16][N:17]([CH3:18])[C:12]([C:8]1[O:9][CH:10]=[CH:11][C:7]=1[CH:5]([CH3:6])[CH3:4])=[O:14] |f:0.1|. Procedure: A solution of sodium methoxide (3.3 g) and 3-(1-methylethyl)-2-furancarboxylic acid, methyl ester (14 g) in dry methanol (50 ml) was treated with dimethylamine gas during 2 hours. The solvent was removed in vacuo and the residue was dissolved in diethyl ether (150 ml) and washed with water (100 ml). The ethereal extract was dried over anhydrous sodium sulphate and evaporation of the solvent gave the title compound (12 g) as an oil. Reactants: CC1(CCC(CC1)OC1=NC=CC=2C(=CC=CC12)N)C (1-((4,4-dimethylcyclohexyl)oxy)isoquinolin-5-amine), CCN(C(C)C)C(C)C (DIPEA), ClC1=CC=C(C(=C1C(=O)O)F)CNC(C(C)(C)C)=O (6-chloro-2-fluoro-3-(pivalamidomethyl)benzoic acid), C(C(=O)Cl)(=O)Cl (oxalyl chloride). Reagents/catalysts: CN(C)C=O (DMF). The solvent is C(Cl)Cl (CH2Cl2). The product is ClC1=CC=C(C(=C1C(=O)NC1=C2C=CN=C(C2=CC=C1)OC1CCC(CC1)(C)C)F)CNC(C(C)(C)C)=O (6-Chloro-N-(1-((4,4-dimethylcyclohexyl)oxy)isoquinolin-5-yl)-2-fluoro-3-(pivalamidomethyl)benzamide). Yield: 33.3%. As a reaction SMILES: [CH3:1][C:2]1([CH3:20])[CH2:7][CH2:6][CH:5]([O:8][C:9]2[C:18]3[CH:17]=[CH:16][CH:15]=[C:14]([NH2:19])[C:13]=3[CH:12]=[CH:11][N:10]=2)[CH2:4][CH2:3]1.[Cl:21][C:22]1[C:27]([C:28](O)=[O:29])=[C:26]([F:31])[C:25]([CH2:32][NH:33][C:34](=[O:39])[C:35]([CH3:38])([CH3:37])[CH3:36])=[CH:24][CH:23]=1.C(Cl)(=O)C(Cl)=O.CCN(C(C)C)C(C)C>CN(C=O)C.C(Cl)Cl>[Cl:21][C:22]1[C:27]([C:28]([NH:19][C:14]2[CH:15]=[CH:16][CH:17]=[C:18]3[C:13]=2[CH:12]=[CH:11][N:10]=[C:9]3[O:8][CH:5]2[CH2:6][CH2:7][C:2]([CH3:20])([CH3:1])[CH2:3][CH2:4]2)=[O:29])=[C:26]([F:31])[C:25]([CH2:32][NH:33][C:34](=[O:39])[C:35]([CH3:37])([CH3:36])[CH3:38])=[CH:24][CH:23]=1. Reported procedure: The title compound was prepared following the procedure described in Example-1 using 1-((4,4-dimethylcyclohexyl)oxy)isoquinolin-5-amine (Intermediate-28, 70 mg, 0.25 mmol), 6-chloro-2-fluoro-3-(pivalamidomethyl)benzoic acid (Intermediate-2, 89 mg, 0.31 mmol), oxalyl chloride (59 mg, 0.47 mmol), DMF (1 drop) and DIPEA (97 mg, 0.75 mmol) in CH2Cl2 (3 mL) to afford 45 mg of the title product. 1H NMR (300 MHz, DMSO-d6): δ 10.89 (s, 1H), 8.19 (t, 1H), 8.14 (d, J=8.4 Hz, 1H), 8.04 (d, J=5.7 Hz, 1H), 7... Reactants: FC(C(=O)N)(F)F.COC1=C(C=CC=C1OC)CC(OC(C(F)(F)F)=O)C1CCNCC1 (4-[2-(2,3-dimethoxyphenyl)-1-(trifluoro acetyloxy)ethyl]piperidine trifluoroacetamide), C(=O)([O-])[O-].[K+].[K+] (K2CO3). Solvent: CO (methanol). Conditions: time 3 hour. The product is FC(C(=O)N)(F)F.COC1=C(C=CC=C1OC)CC(O)C1CCNCC1 (4-[2-(2,3-Dimethoxyphenyl)-1-hydroxyethyl]piperidine trifluoroacetamide). RXN SMILES: [F:1][C:2]([F:7])([F:6])[C:3]([NH2:5])=[O:4].[CH3:8][O:9][C:10]1[C:15]([O:16][CH3:17])=[CH:14][CH:13]=[CH:12][C:11]=1[CH2:18][CH:19]([CH:27]1[CH2:32][CH2:31][NH:30][CH2:29][CH2:28]1)[O:20]C(=O)C(F)(F)F.C([O-])([O-])=O.[K+].[K+]>CO>[F:1][C:2]([F:7])([F:6])[C:3]([NH2:5])=[O:4].[CH3:8][O:9][C:10]1[C:15]([O:16][CH3:17])=[CH:14][CH:13]=[CH:12][C:11]=1[CH2:18][CH:19]([CH:27]1[CH2:32][CH2:31][NH:30][CH2:29][CH2:28]1)[OH:20] |f:0.1,2.3.4,6.7|. Reported procedure: A mixture of 4-[2-(2,3-dimethoxyphenyl)-1-(trifluoro acetyloxy)ethyl]piperidine trifluoroacetamide compound (2.3 g, 6.0 mmol), K2CO3 (powdered, 1.0 g 6.6 mmol) and anhydrous methanol (15 ml) was stirred at ambient temperature for 3 h. The reaction was filtered and the filtrate concentrated to 2.3 g of a thick, yellow oil. The oil was triturated with Et2O (a white solid resulted). The solid was filtered, and the filtrate concentrated to afford a thick yellow oil. Starting materials: ice, C(=C)C1(CCC1)CC(=O)OC (methyl (1-vinylcyclobutyl)acetate), [OH-].[Na+] (sodium hydroxide), OO (hydrogen peroxide), 5M9-borabicyclo[3.3.1]nonane tetrahydrofuran, Cl (hydrochloric acid). Run in O1CCCC1 (tetrahydrofuran), C(C)O (ethanol). Reaction conditions: time 9 hour. The product is C1CCC12CC(OCC2)=O (7-Oxaspiro[3.5]nonan-6-one). Isolated yield 50.9%. Reaction SMILES: [CH:1]([C:3]1([CH2:7][C:8]([O:10][CH3:11])=[O:9])[CH2:6][CH2:5][CH2:4]1)=C.[OH-].[Na+].OO.Cl>O1CCCC1.C(O)C>[CH2:4]1[C:3]2([CH2:1][CH2:11][O:10][C:8](=[O:9])[CH2:7]2)[CH2:6][CH2:5]1 |f:1.2|. Procedure details: To an ice-cooled solution of methyl (1-vinylcyclobutyl)acetate (0.67 g) in tetrahydrofuran (3 mL) was added 0.5M9-borabicyclo[3.3.1]nonane/tetrahydrofuran (17.5 mL) dropwise over 10 minutes. The reaction solution was then allowed for its temperature to rise to room temperature and it was stirred for additional 9 hours. The reaction solution was again ice-cooled and ethanol (4 mL), a 6N aqueous sodium hydroxide solution (8 mL) and 30% hydrogen peroxide (8 mL) were successively added thereto. The ...